This data is from the Open Reaction Database (ORD), a public repository of structured organic reaction records. The task is: describe an organic reaction: reactants, conditions, products, and yield Starting materials: CCS(=O)(=O)Cl, Cc1cccc(C)c1N, Cl, O, c1ccncc1. Reaction SMILES: [CH2:1]([CH3:2])[S:3](=[O:4])(=[O:5])[Cl:6].[CH3:7][c:8]1[cH:9][cH:10][cH:11][c:12]([CH3:13])[c:14]1[NH2:15].[ClH:17].[OH2:16].[cH:18]1[cH:19][cH:20][n:21][cH:22][cH:23]1>>[CH2:1]([CH3:2])[S:3](=[O:4])(=[O:5])[NH:15][c:14]1[c:8]([CH3:7])[cH:9][cH:10][cH:11][c:12]1[CH3:13]. Yields the product CCS(=O)(=O)Nc1c(C)cccc1C. The product is FC1=C(C=CC(=C1)F)C(CN1N=CN=C1)(C(=C)C1=CC=C(C=C1)NC=O)O (2-(2,4-difluorophenyl)-3-(4-formamidophenyl)-1-(1,2,4-triazol-1-yl)but-3-en-2-ol). Isolated yield 213.6%. Procedure: An intimate mixture of 2-(2,4-difluorophenyl)-3-(4-iodophenyl)-1-(1,2,4-triazol-1-yl)-3-buten-2-ol (12 g, 26 mmol-see Preparation 20), formamide (18 ml, 0.25 mmol), copper (3.6 g, 57 mmol) and potassium carbonate (6.0 g, 43 mmol) was heated, with stirring, to 140° C. for 2 hours. The mixture was cooled to 100° C. and treated with a suspension of ethylenediaminetetracetic acid disodium salt (25 g, 6.7 mmol) in water (250 ml). After further cooling to room temperature, the mixture was extracted wi... Starting materials: FC1=C(C=CC(=C1)F)C(CN1N=CN=C1)(C(=C)C1=CC=C(C=C1)I)O (2-(2,4-difluorophenyl)-3-(4-iodophenyl)-1-(1,2,4-triazol-1-yl)-3-buten-2-ol), C([O-])([O-])=O.[K+].[K+] (potassium carbonate), [Na+].[Na+].C(CN(CC(=O)[O-])CC(=O)[O-])N(CC(=O)O)CC(=O)O (ethylenediaminetetracetic acid disodium salt). As a reaction SMILES: [F:1][C:2]1[CH:7]=[C:6]([F:8])[CH:5]=[CH:4][C:3]=1[C:9]([OH:25])([C:16]([C:18]1[CH:23]=[CH:22][C:21](I)=[CH:20][CH:19]=1)=[CH2:17])[CH2:10][N:11]1[CH:15]=[N:14][CH:13]=[N:12]1.[C:26](=[O:29])([O-])[O-].[K+].[K+].[Na+].[Na+].C(N(CC(O)=O)CC(O)=O)C[N:36](CC([O-])=O)CC([O-])=O>O.[Cu].C(N)=O>[F:1][C:2]1[CH:7]=[C:6]([F:8])[CH:5]=[CH:4][C:3]=1[C:9]([OH:25])([C:16]([C:18]1[CH:23]=[CH:22][C:21]([NH:36][CH:26]=[O:29])=[CH:20][CH:19]=1)=[CH2:17])[CH2:10][N:11]1[CH:15]=[N:14][CH:13]=[N:12]1 |f:1.2.3,4.5.6|. The reagents and catalysts are [Cu] (copper), C(=O)N (formamide). Reaction conditions: temperature 140 celsius, time 2 hour. The solvent is O (water). Starting materials: Pd on-BaSO4, Cl (hydrochloric acid), N([C@@H]([C@@H](C)CC)C(=O)N[C@@H](CC1=CC=CC=C1)C(=O)OC(C)(C)C)C(=O)OCC1=CC=CC=C1 (Z-Ile-Phe-OBut). Solvent: CO (methanol). Product: N[C@@H]([C@@H](C)CC)C(=O)N[C@@H](CC1=CC=CC=C1)C(=O)OC(C)(C)C.Cl (H-Ile-Phe-OBut.HCl). As a reaction SMILES: [NH:1](C(OCC1C=CC=CC=1)=O)[C@H:2]([C:7]([NH:9][C@H:10]([C:18]([O:20][C:21]([CH3:24])([CH3:23])[CH3:22])=[O:19])[CH2:11][C:12]1[CH:17]=[CH:16][CH:15]=[CH:14][CH:13]=1)=[O:8])[C@H:3]([CH2:5][CH3:6])[CH3:4].[ClH:35]>CO>[NH2:1][C@H:2]([C:7]([NH:9][C@H:10]([C:18]([O:20][C:21]([CH3:23])([CH3:22])[CH3:24])=[O:19])[CH2:11][C:12]1[CH:13]=[CH:14][CH:15]=[CH:16][CH:17]=1)=[O:8])[C@H:3]([CH2:5][CH3:6])[CH3:4].[ClH:35] |f:3.4|. Procedure details: 3.65 g of Z-Ile-Phe-OBut are dissolved in 100 ml of methanol and subjected to catalytic hydrogenation at pH 4.5 after adding Pd-on-BaSO4 and 2 N methanolic hydrochloric acid. After the reaction is complete the catalyst is filtered off and the filtrate is concentrated. The residue crystallizes on being triturated with ether. Yield 2.57 g, melting point 107°-109°, [α]D24 =+15.9° (c=1, in methanol). The reactants are C(O)([O-])=O.[Na+] (sodium hydrogen carbonate), C1(=CC=CC=C1)C1=CC(NN=C1C(F)(F)F)=O (5-Phenyl-6-trifluoromethyl-2H-pyridazine-3-one), P(=O)(Cl)(Cl)Cl (phosphorous oxychloride), C(O)([O-])=O.[Na+] (sodium hydrogen carbonate), ClCCl (dichloromethane). Solvent: C(C)#N (acetonitrile). The product is ClC1=CC(=C(N=N1)C(F)(F)F)C1=CC=CC=C1 (6-Chloro-4-phenyl-3-trifluoromethyl-pyridazine). The yield is 12768.7%. As a reaction SMILES: [C:1]1([C:7]2[C:12]([C:13]([F:16])([F:15])[F:14])=[N:11][NH:10][C:9](=O)[CH:8]=2)[CH:6]=[CH:5][CH:4]=[CH:3][CH:2]=1.P(Cl)(Cl)([Cl:20])=O.C(=O)([O-])O.[Na+].ClCCl>C(#N)C>[Cl:20][C:9]1[N:10]=[N:11][C:12]([C:13]([F:16])([F:15])[F:14])=[C:7]([C:1]2[CH:6]=[CH:5][CH:4]=[CH:3][CH:2]=2)[CH:8]=1 |f:2.3|. Reported procedure: To a stirred solution of 5-phenyl-6-trifluoromethyl-2H-pyridazine-3-one (D2) (20.66 g, 0.086 mol) in acetonitrile (150 ml) was added phosphorous oxychloride (20 ml, 0.215 mmol) and the reaction heated at reflux for 1 h. After this period, the reaction mixture was poured into a saturated solution of sodium hydrogen carbonate, ice and dichloromethane. Further solid sodium hydrogen carbonate was then added until gas evolution had ceased. The organic layer was then separated, dried (Na2SO4) and the ... The reactants are COC(=O)C1CN(CN1C(=O)OC(C)(C)C)CC1=CC=CC=C1 (3-Benzyl-imidazolidine-1,5-dicarboxylic acid 1-tert-butyl ester 5-methyl ester). Reagents/catalysts: [Pd] (Pd/C). Run in CO (MeOH). Run at time 2 hour. Yields the product COC(=O)C1CNCN1C(=O)OC(C)(C)C (Imidazolidine-1,5-dicarboxylic acid 1-tert-butyl ester 5-methyl ester). Isolated yield 100.2%. RXN SMILES: [CH3:1][O:2][C:3]([CH:5]1[N:9]([C:10]([O:12][C:13]([CH3:16])([CH3:15])[CH3:14])=[O:11])[CH2:8][N:7](CC2C=CC=CC=2)[CH2:6]1)=[O:4]>CO.[Pd]>[CH3:1][O:2][C:3]([CH:5]1[N:9]([C:10]([O:12][C:13]([CH3:16])([CH3:15])[CH3:14])=[O:11])[CH2:8][NH:7][CH2:6]1)=[O:4]. Reported procedure: A solution of 3-Benzyl-imidazolidine-1,5-dicarboxylic acid 1-tert-butyl ester 5-methyl ester (1.0 g, 3.12 mmol) in MeOH (20 mL) was added Pd/C (0.20 g) and stirred at room temperature under H2 for two hours. The reaction mixture was filtered through celite. The filtrate was concentrated to afford Imidazolidine-1,5-dicarboxylic acid 1-tert-butyl ester 5-methyl ester (0.72 g, xx % yield) which was used for the next step directly. Starting materials: BrC=1C=NC2=CC=CC=C2C1 (3-bromo-quinoline), C(C)(=O)OO (peracetic acid). Run in C(=O)(O)[O-].[Na+] (NaHCO3), C(Cl)Cl (CH2Cl2). Reaction conditions: time 12 hour. Yields the product BrC=1C=[N+](C2=CC=CC=C2C1)[O-] (3-Bromo-quinoline 1-oxide). RXN SMILES: [Br:1][C:2]1[CH:3]=[N:4][C:5]2[C:10]([CH:11]=1)=[CH:9][CH:8]=[CH:7][CH:6]=2.C(OO)(=[O:14])C>C(Cl)Cl.C([O-])(O)=O.[Na+]>[Br:1][C:2]1[CH:3]=[N+:4]([O-:14])[C:5]2[C:10]([CH:11]=1)=[CH:9][CH:8]=[CH:7][CH:6]=2 |f:3.4|. Procedure details: To a solution of 3-bromo-quinoline (1.0 eq.) in CH2Cl2 (0.2M) was added peracetic acid (2.0 eq.). The mixture was stirred for 12 h, poured in saturated aqueous NaHCO3 and extracted with EtOAc (2×). The combined organic extracts were washed with brine, dried over Na2SO4, filtered and concentrated. Crystallization from CH2Cl2:Hex afforded the title compound as a white solid. Reactants: O=C([O-])O, COC1CN(c2ccc(C3(O)CCN(C)CC3)c(Cc3ccccc3)n2)CC1O, CC(=O)O, Cl, [Na+]. The product is COC1CN(c2ccc(C3=CCN(C)CC3)c(Cc3ccccc3)n2)CC1O. RXN SMILES: [C:31](=[O:32])([O-:33])[OH:34].[CH2:1]([c:2]1[cH:3][cH:4][cH:5][cH:6][cH:7]1)[c:8]1[n:9][c:10]([N:22]2[CH2:23][CH:24]([OH:29])[CH:25]([O:27][CH3:28])[CH2:26]2)[cH:11][cH:12][c:13]1[C:14]1([OH:21])[CH2:15][CH2:16][N:17]([CH3:20])[CH2:18][CH2:19]1.[CH3:36][C:37](=[O:38])[OH:39].[ClH:30].[Na+:35]>>[CH2:1]([c:2]1[cH:3][cH:4][cH:5][cH:6][cH:7]1)[c:8]1[n:9][c:10]([N:22]2[CH2:23][CH:24]([OH:29])[CH:25]([O:27][CH3:28])[CH2:26]2)[cH:11][cH:12][c:13]1[C:14]1=[CH:15][CH2:16][N:17]([CH3:20])[CH2:18][CH2:19]1. Starting materials: BrC1=CC(N(C=C1)CC1CC1)=O (4-Bromo-1-cyclopropylmethyl-1H-pyridin-2-one), OC1=CC(N(C=C1)CCC(C)C)=O (4-hydroxy-1-(3-methylbutyl)-1H-pyridin-2-one), C1(CC1)CN1C(C=C(C=C1)O)=O (1-Cyclopropylmethyl-4-hydroxy-1H-pyridin-2-one), C(C1=CC=CC=C1)OC1=CC(NC=C1)=O (4-benzyloxy-1H-pyridin-2-one), BrCCC(C)C (1-bromo-3-methylbutane). The product is BrC1=CC(N(C=C1)CCC(C)C)=O (4-Bromo-1-(3-methylbutyl)-1H-pyridin-2-one). RXN SMILES: [Br:1][C:2]1[CH:7]=[CH:6][N:5]([CH2:8][CH:9]2[CH2:11][CH2:10]2)[C:4](=[O:12])[CH:3]=1.O[C:14]1C=CN(CCC(C)C)C(=O)C=1.C1(CN2C=CC(O)=CC2=O)CC1.C(OC1C=CNC(=O)C=1)C1C=CC=CC=1.BrCCC(C)C>>[Br:1][C:2]1[CH:7]=[CH:6][N:5]([CH2:8][CH2:9][CH:11]([CH3:10])[CH3:14])[C:4](=[O:12])[CH:3]=1. Procedure: Intermediate D7 was prepared following the same procedure implemented for the synthesis of D3, using 4-hydroxy-1-(3-methylbutyl)-1H-pyridin-2-one as starting material, which was prepared by the same method used for the synthesis of intermediate D2, by reaction of 4-benzyloxy-1H-pyridin-2-one with 1-bromo-3-methylbutane. Reactants: O1C2=C(C=CC=3C[C@@H]4[C@@H]5[C@H](CC([C@H]1[C@@]5(C23)CCN4C)=O)C=C)OC (4,5α-epoxy-3-methoxy-17-methyl-8β-vinylmorphinan-6-one), Cl (hydrochloric acid). The reagents and catalysts are [Pd] (palladium/charcoal). Solvent: C(C)O (ethanol). Product: O1C2=C(C=CC=3C[C@@H]4[C@@H]5[C@H](CC([C@H]1[C@@]5(C23)CCN4C)=O)CC)OC (4,5α-Epoxy-8β-ethyl-3-methoxy-17-methylmorphinan-6-one). Reaction SMILES: [O:1]1[C@@H:13]2[C@@:14]34[CH2:16][CH2:17][N:18]([CH3:19])[C@@H:8]([C@@H:9]3[C@@H:10]([CH:21]=[CH2:22])[CH2:11][C:12]2=[O:20])[CH2:7][C:6]2=[C:15]4[C:2]1=[C:3]([O:23][CH3:24])[CH:4]=[CH:5]2.Cl>C(O)C.[Pd]>[O:1]1[C@@H:13]2[C@@:14]34[CH2:16][CH2:17][N:18]([CH3:19])[C@@H:8]([C@@H:9]3[C@@H:10]([CH2:21][CH3:22])[CH2:11][C:12]2=[O:20])[CH2:7][C:6]2=[C:15]4[C:2]1=[C:3]([O:23][CH3:24])[CH:4]=[CH:5]2. Procedure: To a solution of 4,5α-epoxy-3-methoxy-17-methyl-8β-vinylmorphinan-6-one (9.0 g) in 95% ethanol was added 2 ml of concentrated hydrochloric acid followed by 10% palladium/charcoal (1.0 g.). The mixture was hydrogenated at an initial pressure of 50 psi for 2.5 hours. The reaction mixture was filtered, the filtrate made acidic by the addition of hydrochloric acid and evaporated to a crystalline solid. The solid was recrystallized from ethyl acetate with the addition of ethanol to give, after drying...